From a dataset of the Open Reaction Database (ORD), a public repository of structured organic reaction records. describe an organic reaction: reactants, conditions, products, and yield Starting materials: CO, CC(=O)O, O=Cc1ccccc1, CC(C)(C)c1cccc(N2CCC(N)=N2)c1. The product is CC(C)(C)c1cccc(N2CCC(N=Cc3ccccc3)=N2)c1. RXN SMILES: [CH3:25][OH:26].[CH3:27][C:28](=[O:29])[OH:30].[CH:17](=[O:18])[c:19]1[cH:20][cH:21][cH:22][cH:23][cH:24]1.[NH2:1][C:2]1=[N:3][N:4]([c:7]2[cH:8][c:9]([C:13]([CH3:14])([CH3:15])[CH3:16])[cH:10][cH:11][cH:12]2)[CH2:5][CH2:6]1>>[N:1]([C:2]1=[N:3][N:4]([c:7]2[cH:8][c:9]([C:13]([CH3:14])([CH3:15])[CH3:16])[cH:10][cH:11][cH:12]2)[CH2:5][CH2:6]1)=[CH:17][c:19]1[cH:20][cH:21][cH:22][cH:23][cH:24]1. Reactants: Cl (HCl), O (H2O), ClC1=C2C3=C(C(NC2=NC=C1)=O)C=CC=C3 (1-Chloro-5H-benzo[c][1,8]naphthyridin-6-one), NC1=CC=C(C=C1)NC(C1=C(C=C(C=C1)F)C(F)(F)F)=O (N-(4-aminophenyl)-4-fluoro-2-(trifluoromethyl)benzamide). Solvent: CCOCC (ether), CCOCC (ether). Run at time 3 hour. Product: FC1=CC(=C(C(=O)NC2=CC=C(C=C2)NC2=C3C4=C(C(NC3=NC=C2)=O)C=CC=C4)C=C1)C(F)(F)F (4-Fluoro-N-[4-(6-oxo-5,6-dihydro-benzo[c][1,8]naphthyridin-1-ylamino)-phenyl]-2-trifluoromethyl-benzamide). The yield is 72.3%. RXN SMILES: Cl[C:2]1[CH:11]=[CH:10][N:9]=[C:8]2[C:3]=1[C:4]1[CH:16]=[CH:15][CH:14]=[CH:13][C:5]=1[C:6](=[O:12])[NH:7]2.Cl.[NH2:18][C:19]1[CH:24]=[CH:23][C:22]([NH:25][C:26](=[O:38])[C:27]2[CH:32]=[CH:31][C:30]([F:33])=[CH:29][C:28]=2[C:34]([F:37])([F:36])[F:35])=[CH:21][CH:20]=1.O>CCOCC>[F:33][C:30]1[CH:31]=[CH:32][C:27]([C:26]([NH:25][C:22]2[CH:21]=[CH:20][C:19]([NH:18][C:2]3[CH:11]=[CH:10][N:9]=[C:8]4[C:3]=3[C:4]3[CH:16]=[CH:15][CH:14]=[CH:13][C:5]=3[C:6](=[O:12])[NH:7]4)=[CH:24][CH:23]=2)=[O:38])=[C:28]([C:34]([F:35])([F:36])[F:37])[CH:29]=1. Procedure: To a suspension of 83 (135 mg, 0.59 mmol) in ether (10 mL) was added HCl (1.17 mL, 1.00 M, 1.17 mmol) in ether. The mixture was stirred for 3 h and the solvent was removed under vacuo. A suspension of this HCl salt in NMP (3 mL) was added N-(4-aminophenyl)-4-fluoro-2-(trifluoromethyl)benzamide (209 mg, 0.70 mmol). The mixture was stirred at 150° C. for 3 h. After cooling to room temperature, H2O was added. The resulting product precipitate and the solid was filtered, washed with H2O and MeOH, an... The reactants are C[Si](C)(C)I, CC#N, COCC(C)Oc1cc(Oc2ccc(S(C)(=O)=O)cc2)cc(C(=O)Nc2ccn(C)n2)c1, O. Yields the product CC(CO)Oc1cc(Oc2ccc(S(C)(=O)=O)cc2)cc(C(=O)Nc2ccn(C)n2)c1. As a reaction SMILES: [CH3:1][Si:2]([I:3])([CH3:4])[CH3:5].[CH3:39][C:40]#[N:41].[CH3:6][O:7][CH2:8][CH:9]([O:10][c:11]1[cH:12][c:13]([C:14](=[O:15])[NH:16][c:17]2[n:18][n:19]([CH3:22])[cH:20][cH:21]2)[cH:23][c:24]([O:26][c:27]2[cH:28][cH:29][c:30]([S:33](=[O:34])(=[O:35])[CH3:36])[cH:31][cH:32]2)[cH:25]1)[CH3:37].[OH2:38]>>[OH:7][CH2:8][CH:9]([O:10][c:11]1[cH:12][c:13]([C:14](=[O:15])[NH:16][c:17]2[n:18][n:19]([CH3:22])[cH:20][cH:21]2)[cH:23][c:24]([O:26][c:27]2[cH:28][cH:29][c:30]([S:33](=[O:34])(=[O:35])[CH3:36])[cH:31][cH:32]2)[cH:25]1)[CH3:37]. Starting materials: CC(C)(C)N(C(=O)[O-])C1CCN(CCN2C(=O)COc3ccc([N+](=O)[O-])cc32)CC1, N#Cc1ccc2ccc(=O)n(CCN3CCC(N)CC3)c2c1. The product is NC1CCN(CCN2C(=O)COc3ccc([N+](=O)[O-])cc32)CC1. As a reaction SMILES: [C:1]([N:5]([C:2](=[O:3])[O-:4])[CH:9]1[CH2:10][CH2:11][N:12]([CH2:15][CH2:16][N:17]2[C:18](=[O:30])[CH2:19][O:20][c:21]3[c:22]2[cH:23][c:24]([N+:27](=[O:28])[O-:29])[cH:25][cH:26]3)[CH2:13][CH2:14]1)([CH3:6])([CH3:7])[CH3:8].[NH2:31][CH:32]1[CH2:33][CH2:34][N:35]([CH2:36][CH2:37][n:38]2[c:39]3[c:40]([cH:41][cH:42][c:43]([C:44]#[N:45])[cH:46]3)[cH:47][cH:48][c:49]2=[O:50])[CH2:51][CH2:52]1>>[NH2:5][CH:9]1[CH2:10][CH2:11][N:12]([CH2:15][CH2:16][N:17]2[C:18](=[O:30])[CH2:19][O:20][c:21]3[c:22]2[cH:23][c:24]([N+:27](=[O:28])[O-:29])[cH:25][cH:26]3)[CH2:13][CH2:14]1.